Dataset: the Open Reaction Database (ORD), a public repository of structured organic reaction records. Task: describe an organic reaction: reactants, conditions, products, and yield Starting materials: FC=1C=NC=CC1C(F)(F)F (3-fluoro-4-(trifluoromethyl)pyridine), OO (hydrogen peroxide). Reagents/catalysts: C[Re](=O)(=O)=O (methyltrioxorhenium(VII)). The solvent is C(Cl)Cl (CH2Cl2). Run at time 2 hour. Yields the product FC=1C=[N+](C=CC1C(F)(F)F)[O-] (3-fluoro-4-(trifluoromethyl)pyridine 1-oxide). RXN SMILES: [F:1][C:2]1[CH:3]=[N:4][CH:5]=[CH:6][C:7]=1[C:8]([F:11])([F:10])[F:9].[OH:12]O>C(Cl)Cl.C[Re](=O)(=O)=O>[F:1][C:2]1[CH:3]=[N+:4]([O-:12])[CH:5]=[CH:6][C:7]=1[C:8]([F:9])([F:11])[F:10]. Reported procedure: A solution of 3-fluoro-4-(trifluoromethyl)pyridine (5.00 g; 30.3 mmol) in CH2Cl2 (10 mL) was cooled to 0° C., then methyltrioxorhenium(VII) (0.062 g; 0.249 mmol) and hydrogen peroxide (30%; 6.2 mL; 61 mmol) were added and the mixture was warmed to room temperature. After stirring for 2 hours, the reaction was quenched by the addition of MnO2 (5 mg) and 30 minutes additional stirring. After dilution with additional CH2Cl2, the mixture was filtered through Solka Floe, dried (MgSO4) and concentrate... Starting materials: C(C1=CC=CC=C1)OC[C@@H]1OC[C@H](CO1)C1CCC(CC1)CCCCC (trans-2-benzyloxymethyl-5-(4-pentylcyclohexyl)-1,3-dioxane), [H][H] (hydrogen). The reagents and catalysts are [Pd] (Pd). Run in C1CCOC1 (THF). The product is C(CCCC)C1CCC(CC1)[C@H]1CO[C@@H](OC1)CO (trans-[5-(4-pentylcyclohexyl)-1,3-dioxan-2-yl]methanol). Reaction SMILES: C([O:8][CH2:9][C@H:10]1[O:15][CH2:14][C@H:13]([CH:16]2[CH2:21][CH2:20][CH:19]([CH2:22][CH2:23][CH2:24][CH2:25][CH3:26])[CH2:18][CH2:17]2)[CH2:12][O:11]1)C1C=CC=CC=1.[H][H]>C1COCC1.[Pd]>[CH2:22]([CH:19]1[CH2:18][CH2:17][CH:16]([C@@H:13]2[CH2:14][O:15][C@@H:10]([CH2:9][OH:8])[O:11][CH2:12]2)[CH2:21][CH2:20]1)[CH2:23][CH2:24][CH2:25][CH3:26]. Procedure details: A solution of 100 mmol of trans/trans-2-benzyloxymethyl-5-(4-pentylcyclohexyl)-1,3-dioxane is hydrogenated in 300 ml of THF with the addition of 2.0 g of 5% Pd/activated charcoal until the take-up of hydrogen is complete. trans/trans-[5-(4-pentylcyclohexyl)-1,3-dioxan-2-yl]methanol is obtained by conventional work-up. Starting materials: BrC1=CC2=C(N=C(S2)N2CC(C2)O)C=C1 (1-(6-bromobenzo[d]thiazol-2-yl)azetidin-3-ol), CN1N=CC(=C1)B1OC(C(O1)(C)C)(C)C (1-methyl-4-(4,4,5,5-tetramethyl-1,3,2-dioxaborolan-2-yl)-1H-pyrazole), C1CCC(CC1)P(C2CCCCC2)C3=CC=CC=C3C4=CC=CC=C4 ((2-biphenyl)dicyclohexylphosphine). Reagents/catalysts: Cl[Pd]([P](C1=CC=CC=C1)(C2=CC=CC=C2)C3=CC=CC=C3)([P](C4=CC=CC=C4)(C5=CC=CC=C5)C6=CC=CC=C6)Cl (dichlorobis(triphenylphosphine)palladium). The solvent is O1CCOCC1.C(C)O (dioxane ethanol). Run at temperature 150 celsius. Yields the product CN1N=CC(=C1)C1=CC2=C(N=C(S2)N2CC(C2)O)C=C1 (1-(6-(1-methyl-1H-pyrazol-4-yl)benzo[d]thiazol-2-yl)azetidin-3-ol). Reaction SMILES: Br[C:2]1[CH:15]=[CH:14][C:5]2[N:6]=[C:7]([N:9]3[CH2:12][CH:11]([OH:13])[CH2:10]3)[S:8][C:4]=2[CH:3]=1.[CH3:16][N:17]1[CH:21]=[C:20](B2OC(C)(C)C(C)(C)O2)[CH:19]=[N:18]1.C1CCC(P(C2C(C3C=CC=CC=3)=CC=CC=2)C2CCCCC2)CC1>Cl[Pd](Cl)([P](C1C=CC=CC=1)(C1C=CC=CC=1)C1C=CC=CC=1)[P](C1C=CC=CC=1)(C1C=CC=CC=1)C1C=CC=CC=1.O1CCOCC1.C(O)C>[CH3:16][N:17]1[CH:21]=[C:20]([C:2]2[CH:15]=[CH:14][C:5]3[N:6]=[C:7]([N:9]4[CH2:12][CH:11]([OH:13])[CH2:10]4)[S:8][C:4]=3[CH:3]=2)[CH:19]=[N:18]1 |f:4.5,^1:58,77|. Procedure: A mixture of 1-(6-bromobenzo[d]thiazol-2-yl)azetidin-3-ol (Reference Example 1, 1.426 g, 5.0 mmol), 1-methyl-4-(4,4,5,5-tetramethyl-1,3,2-dioxaborolan-2-yl)-1H-pyrazole (CAS #761446-44-0, 1.248 g, 6.0 mmol), dichlorobis(triphenylphosphine)palladium (II) (0.140 g, 0.20 mmol), and (2-biphenyl)dicyclohexylphosphine (0.070 g, 0.20 mmol) in 1:1 dioxane/ethanol (12 mL) was treated with deoxygenated 1 M aqueous Na2CO3 (6.0 mL). The reaction mixture was then heated under microwave irradiation at 150° C.... The reactants are O=C(OC(C)(C)C)NC1=CC=C(Br)C=C1. The reagents and catalysts are O1BOC(C)(C)C1(C)C, O1B(OC(C)(C)C1(C)C)B2OC(C)(C)C(O2)(C)C, N=1C=CC(=CC1C=2N=CC=C(C2)C(C)(C)C)C(C)(C)C, C[OH2+].C[OH2+].C1CC=CCCC=C1.C1CC=CCCC=C1.[Ir].[Ir]. Run in O(C)C(C)(C)C. Conditions: temperature 50 celsius, time 22 hour. The product is O=C(OC(C)(C)C)NC1=CC=C(Br)C=C1B2OC(C)(C)C(O2)(C)C. Yield: 89.0%. Reactants: O[C@@H]1CC[C@H](CC1)NC1=NC2=C(C(=CC=C2C=N1)C)OCC(=O)OC (methyl ({2-[(trans-4-hydroxycyclohexyl)amino]-7-methylquinazolin-8-yl}oxy)acetate), [OH-].[Na+] (NaOH), CCOC(=O)C (EtOAc). Run in CO (MeOH). Run at time 8 hour. Product: O[C@@H]1CC[C@H](CC1)NC1=NC2=C(C(=CC=C2C=N1)C)OCC(=O)O (({2-[(trans-4-hydroxycyclohexyl)amino]-7-methylquinazolin-8-yl}oxy)acetic acid). Isolated yield 92.4%. Reaction SMILES: [OH:1][C@H:2]1[CH2:7][CH2:6][C@H:5]([NH:8][C:9]2[N:18]=[CH:17][C:16]3[C:11](=[C:12]([O:20][CH2:21][C:22]([O:24]C)=[O:23])[C:13]([CH3:19])=[CH:14][CH:15]=3)[N:10]=2)[CH2:4][CH2:3]1.[OH-].[Na+].CCOC(C)=O>CO>[OH:1][C@H:2]1[CH2:7][CH2:6][C@H:5]([NH:8][C:9]2[N:18]=[CH:17][C:16]3[C:11](=[C:12]([O:20][CH2:21][C:22]([OH:24])=[O:23])[C:13]([CH3:19])=[CH:14][CH:15]=3)[N:10]=2)[CH2:4][CH2:3]1 |f:1.2|. Reported procedure: To a solution of methyl ({2-[(trans-4-hydroxycyclohexyl)amino]-7-methylquinazolin-8-yl}oxy)acetate (11 g, 0.032 mol) in MeOH (210 mL) was added 2 N aq. NaOH (81.4 mL, 0.163 mol) in one portion. The reaction mixture was stirred at room temperature overnight. TLC (EtOAc) indicated the reaction was complete. The solvent was removed in vacuo. The residue was adjusted to pH 6 with 1 N aq. HCl. The precipitate was filtered, washed with ether (30 mL×2) and dried in vacuo to give the title compound (9.8...